From a dataset of the Open Reaction Database (ORD), a public repository of structured organic reaction records. describe an organic reaction: reactants, conditions, products, and yield Reactants: N([C@@H](CC1=CC=CC=C1)C(=O)O)C(=O)OC(C)(C)C (Boc-Phe-OH), ClCCCC1OCCO1 (2-(3-chloropropyl)-1,3-dioxolane), Cl (hydrogen chloride). The solvent is O1CCOCC1 (dioxan). Product: N[C@H](C(=O)OCCCC1OCCO1)CC1=CC=CC=C1 ((S)-3-(1,3-Dioxolan-2-yl)propyl 2-amino-3-phenylpropanoate). As a reaction SMILES: [NH:1](C(OC(C)(C)C)=O)[C@H:2]([C:10]([OH:12])=[O:11])[CH2:3][C:4]1[CH:9]=[CH:8][CH:7]=[CH:6][CH:5]=1.Cl[CH2:21][CH2:22][CH2:23][CH:24]1[O:28][CH2:27][CH2:26][O:25]1.Cl>O1CCOCC1>[NH2:1][C@@H:2]([CH2:3][C:4]1[CH:5]=[CH:6][CH:7]=[CH:8][CH:9]=1)[C:10]([O:12][CH2:21][CH2:22][CH2:23][CH:24]1[O:28][CH2:27][CH2:26][O:25]1)=[O:11]. Procedure: The title compound was prepared in two steps. Boc-Phe-OH was reacted with 2-(3-chloropropyl)-1,3-dioxolane according to Example 10 Step 1, and the subsequent product reacted with hydrogen chloride in dioxan according to Example 79 Step 5. Reactants: CCCCCNC(=O)C(Cc1cccc(N2CC(=O)N(Cc3ccc(OC)cc3)S2(=O)=O)c1)NC(=O)OC(C)(C)C, ClCCl, O=C(O)C(F)(F)F. Product: CCCCCNC(=O)C(N)Cc1cccc(N2CC(=O)N(Cc3ccc(OC)cc3)S2(=O)=O)c1. RXN SMILES: [C:1]([O:2][C:3](=[O:4])[NH:7][CH:8]([CH2:9][c:10]1[cH:11][c:12]([N:16]2[S:17](=[O:31])(=[O:32])[N:18]([CH2:22][c:23]3[cH:24][cH:25][c:26]([O:29][CH3:30])[cH:27][cH:28]3)[C:19](=[O:21])[CH2:20]2)[cH:13][cH:14][cH:15]1)[C:33]([NH:34][CH2:35][CH2:36][CH2:37][CH2:38][CH3:39])=[O:40])([CH3:5])([CH3:6])[CH3:41].[Cl:49][CH2:50][Cl:51].[F:42][C:43]([F:44])([F:45])[C:46]([OH:47])=[O:48]>>[NH2:7][CH:8]([CH2:9][c:10]1[cH:11][c:12]([N:16]2[S:17](=[O:31])(=[O:32])[N:18]([CH2:22][c:23]3[cH:24][cH:25][c:26]([O:29][CH3:30])[cH:27][cH:28]3)[C:19](=[O:21])[CH2:20]2)[cH:13][cH:14][cH:15]1)[C:33]([NH:34][CH2:35][CH2:36][CH2:37][CH2:38][CH3:39])=[O:40]. The reactants are [Br-], O=Cc1cccc(Br)c1, CCCCCC[Mg+], C1CCOC1. Yields the product CCCCCCC(O)c1cccc(Br)c1. Reaction SMILES: [Br-:1].[Br:9][c:10]1[cH:11][c:12]([CH:13]=[O:14])[cH:15][cH:16][cH:17]1.[CH2:2]([CH2:3][CH2:4][CH2:5][CH2:6][CH3:7])[Mg+:8].[O:18]1[CH2:19][CH2:20][CH2:21][CH2:22]1>>[CH2:2]([CH2:3][CH2:4][CH2:5][CH2:6][CH3:7])[CH:13]([c:12]1[cH:11][c:10]([Br:9])[cH:17][cH:16][cH:15]1)[OH:14]. The reactants are FC1=CC=C(C=C1)CC1=CN=C2C(=C(C(N(C2=C1)CC(N1CCCC1)=O)=O)C(=O)OCC)O (ethyl 7-[(4-fluorophenyl)methyl]-4-hydroxy-2-oxo-1-[2-oxo-2-(1-pyrrolidinyl)ethyl]-1,2-dihydro-1,5-naphthyridine-3-carboxylate), C(O)CN (ethanolamine). The product is FC1=CC=C(C=C1)CC1=CN=C2C(=C(C(N(C2=C1)CC(N1CCCC1)=O)=O)C(=O)NCCO)O (7-[(4-Fluorophenyl)methyl]-4-hydroxy-N-(2-hydroxyethyl)-2-oxo-1-[2-oxo-2-(1-pyrrolidinyl)ethyl]-1,2-dihydro-1,5-naphthyridine-3-carboxamide). As a reaction SMILES: [F:1][C:2]1[CH:7]=[CH:6][C:5]([CH2:8][C:9]2[CH:18]=[C:17]3[C:12]([C:13]([OH:33])=[C:14]([C:28](OCC)=[O:29])[C:15](=[O:27])[N:16]3[CH2:19][C:20](=[O:26])[N:21]3[CH2:25][CH2:24][CH2:23][CH2:22]3)=[N:11][CH:10]=2)=[CH:4][CH:3]=1.[CH2:34]([CH2:36][NH2:37])[OH:35]>>[F:1][C:2]1[CH:3]=[CH:4][C:5]([CH2:8][C:9]2[CH:18]=[C:17]3[C:12]([C:13]([OH:33])=[C:14]([C:28]([NH:37][CH2:36][CH2:34][OH:35])=[O:29])[C:15](=[O:27])[N:16]3[CH2:19][C:20](=[O:26])[N:21]3[CH2:25][CH2:24][CH2:23][CH2:22]3)=[N:11][CH:10]=2)=[CH:6][CH:7]=1. Procedure: This compound was prepared from ethyl 7-[(4-fluorophenyl)methyl]-4-hydroxy-2-oxo-1-[2-oxo-2-(1-pyrrolidinyl)ethyl]-1,2-dihydro-1,5-naphthyridine-3-carboxylate and ethanolamine employing methods similar to those those described in Example 9 and was purified by reverse phase preparative HPLC (C-18 stationary phase; 10-100% CH3CN/water/0.1% formic acid mobile phase). The product was obtained as a white solid: 1H NMR (d6-DMSO) δ 10.27 (1H, t, J=5 Hz), 8.51 (1H, s), 7.75 (1H, s), 7.31 (2H, dd, J=9, 6... Starting materials: CCCC(=O)c1cnc2c(OCC)nccc2c1OS(C)(=O)=O, CC#N, Cc1ccccc1N. The product is CCCC(=O)c1cnc2c(OCC)nccc2c1Nc1ccccc1C. As a reaction SMILES: [C:1]([CH2:2][CH2:3][CH3:4])(=[O:5])[c:6]1[cH:7][n:8][c:9]2[c:10]([O:21][CH2:22][CH3:23])[n:11][cH:12][cH:13][c:14]2[c:15]1[O:16][S:17]([CH3:18])(=[O:19])=[O:20].[CH3:32][C:33]#[N:34].[NH2:24][c:25]1[c:26]([CH3:31])[cH:27][cH:28][cH:29][cH:30]1>>[C:1]([CH2:2][CH2:3][CH3:4])(=[O:5])[c:6]1[cH:7][n:8][c:9]2[c:10]([O:21][CH2:22][CH3:23])[n:11][cH:12][cH:13][c:14]2[c:15]1[NH:24][c:25]1[c:26]([CH3:31])[cH:27][cH:28][cH:29][cH:30]1.